This data is from the Open Reaction Database (ORD), a public repository of structured organic reaction records. The task is: describe an organic reaction: reactants, conditions, products, and yield Starting materials: [OH-].[Li+] (lithium hydroxide), BrC=1N(C(=NN1)SCC(=O)NCC(=O)OCC)C1=CC=C(C2=CC=CC=C12)C1CC1 (ethyl 2-(2-(5-bromo-4-(4-cyclopropylnaphthalen-1-yl)-4H-1,2,4-triazol-3-ylthio)acetamido)acetate). Solvent: C1CCOC1.O (THF H2O). Conditions: time 18 hour. Product: BrC=1N(C(=NN1)SCC(=O)NCC(=O)O)C1=CC=C(C2=CC=CC=C12)C1CC1 (2-(2-(5-bromo-4-(4-cyclopropylnaphthalen-1-yl)-4H-1,2,4-triazol-3-ylthio)acetamido)acetic acid). Reaction SMILES: [OH-].[Li+].[Br:3][C:4]1[N:5]([C:20]2[C:29]3[C:24](=[CH:25][CH:26]=[CH:27][CH:28]=3)[C:23]([CH:30]3[CH2:32][CH2:31]3)=[CH:22][CH:21]=2)[C:6]([S:9][CH2:10][C:11]([NH:13][CH2:14][C:15]([O:17]CC)=[O:16])=[O:12])=[N:7][N:8]=1>C1COCC1.O>[Br:3][C:4]1[N:5]([C:20]2[C:29]3[C:24](=[CH:25][CH:26]=[CH:27][CH:28]=3)[C:23]([CH:30]3[CH2:32][CH2:31]3)=[CH:22][CH:21]=2)[C:6]([S:9][CH2:10][C:11]([NH:13][CH2:14][C:15]([OH:17])=[O:16])=[O:12])=[N:7][N:8]=1 |f:0.1,3.4|. Reported procedure: Aqueous lithium hydroxide solution (1M, 0.8 mL, 0.8 mmol) is added to a solution of ethyl 2-(2-(5-bromo-4-(4-cyclopropylnaphthalen-1-yl)-4H-1,2,4-triazol-3-ylthio)acetamido)acetate (0.4 mmol) in 3:1, THF/H2O (1.6 mL) and the mixture stirred for 18 h at room temperature. The crude reaction mixture is concentrated and acidified with aqueous HCl (1M, 1.2 mL) and then is extracted withy ethyl acetate (3×3 mL). The combined organic extracts are dried (sodium sulfate), filtered and concentrated to pro... Isolated yield 37.0%. Reactants: C(C=1C(O)=CC=CC1)(=O)OC (methyl salicylate), ClCC(=C)C (3-chloro-2-methylpropene), C([O-])([O-])=O.[K+].[K+] (potassium carbonate). Procedure details: A mixture of 152 g of methyl salicylate, 99 g of 3-chloro-2-methylpropene, 151.8 g of potassium carbonate, and 500 ml of acetone was heated at reflux overnight. After cooling, the mixture was extracted with diethyl ether and ethyl acetate. The organic extracts were combined, washed twice with a 10% sodium chloride solution and water, dried over sodium sulfate, and concentrated in vacuo. The resulting liquid was vacuumed distilled. The fraction collected at 120°-121° C. and 1.5 torr provided 76.2... Reaction SMILES: [C:1]([O:10][CH3:11])(=[O:9])[C:2]1[C:3](=[CH:5][CH:6]=[CH:7][CH:8]=1)[OH:4].Cl[CH2:13][C:14]([CH3:16])=[CH2:15].C(=O)([O-])[O-].[K+].[K+]>CC(C)=O>[CH3:15][C:14](=[CH2:13])[CH2:16][O:4][C:3]1[CH:5]=[CH:6][CH:7]=[CH:8][C:2]=1[C:1]([O:10][CH3:11])=[O:9] |f:2.3.4|. Product: CC(COC1=C(C(=O)OC)C=CC=C1)=C (2-(2-methyl-2-propenyloxy)-benzoic acid, methyl ester). Run in CC(=O)C (acetone). The reactants are CN1C=C(C=C(C1=O)NC1=NC=C(C=C1)N1CCN(CC1)C1COC1)C1=C(C(=NC=C1)N1N=CC=2C=3CCCCC3SC2C1=O)C=O (4-[1-Methyl-5-(5-(4-(oxetan-3-yl)piperazin-1-yl)pyridin-2-ylamino)-6-oxo-1,6-dihydropyridin-3-yl]-2-{6-oxo-8-thia-4,5-diazatricyclo[7.4.0.02,7]trideca-1(9),2(7),3-trien-5-yl}pyridine-3-carbaldehyde), [BH4-].[Na+] (NaBH4). Run in CO (CH3OH). Conditions: temperature 25 celsius, time 1 hour. The product is OCC=1C(=NC=CC1C1=CN(C(C(=C1)NC1=NC=C(C=C1)N1CCN(CC1)C1COC1)=O)C)N1N=CC=2C=3CCCCC3SC2C1=O (3-Hydroxymethyl-4-[1-methyl-5-(5-(4-(oxetan-3-yl)piperazin-1-yl)pyridine-2-ylamino)-6-oxo-1,6-dihydropyridin-3-yl]-2-{6-oxo-8-thia-4,5-diazatricyclo[7.4.0.02,7]trideca-1(9),2(7),3-trien-5-yl}pyridine). Isolated yield 49.4%. As a reaction SMILES: [CH3:1][N:2]1[C:7](=[O:8])[C:6]([NH:9][C:10]2[CH:15]=[CH:14][C:13]([N:16]3[CH2:21][CH2:20][N:19]([CH:22]4[CH2:25][O:24][CH2:23]4)[CH2:18][CH2:17]3)=[CH:12][N:11]=2)=[CH:5][C:4]([C:26]2[CH:31]=[CH:30][N:29]=[C:28]([N:32]3[C:44](=[O:45])[C:43]4[S:42][C:41]5[CH2:40][CH2:39][CH2:38][CH2:37][C:36]=5[C:35]=4[CH:34]=[N:33]3)[C:27]=2[CH:46]=[O:47])=[CH:3]1.[BH4-].[Na+]>CO>[OH:47][CH2:46][C:27]1[C:28]([N:32]2[C:44](=[O:45])[C:43]3[S:42][C:41]4[CH2:40][CH2:39][CH2:38][CH2:37][C:36]=4[C:35]=3[CH:34]=[N:33]2)=[N:29][CH:30]=[CH:31][C:26]=1[C:4]1[CH:5]=[C:6]([NH:9][C:10]2[CH:15]=[CH:14][C:13]([N:16]3[CH2:17][CH2:18][N:19]([CH:22]4[CH2:25][O:24][CH2:23]4)[CH2:20][CH2:21]3)=[CH:12][N:11]=2)[C:7](=[O:8])[N:2]([CH3:1])[CH:3]=1 |f:1.2|. Procedure details: A mixture of 4-[1-methyl-5-(5-(4-(oxetan-3-yl)piperazin-1-yl)pyridin-2-ylamino)-6-oxo-1,6-dihydropyridin-3-yl]-2-{6-oxo-8-thia-4,5-diazatricyclo[7.4.0.02,7]trideca-1(9),2(7),3-trien-5-yl}pyridine-3-carbaldehyde 124b (200 mg, 0.31 mmol), NaBH4 (35 mg, 0.92 mmol) and CH3OH (10 mL) was stirred at 25° C. for 1 h. The mixture was then extracted with CH2Cl2 (10 mL×2). The combined CH2Cl2 extract was concentrated under reduced pressure. The residue was purified with reverse-phase prep-HPLC to afford 12... Starting materials: CC(C)(C)c1ccc(N2C(=O)c3c(ccnc3F)C2O)cc1, CCN(C(C)C)C(C)C, NCc1ccncc1. Yields the product CC(C)(C)c1ccc(N2C(=O)c3c(ccnc3NCc3ccncc3)C2O)cc1. RXN SMILES: [C:1]([CH3:2])([CH3:3])([CH3:4])[c:5]1[cH:6][cH:7][c:8]([N:11]2[C:12](=[O:22])[c:13]3[c:14]([F:21])[n:15][cH:16][cH:17][c:18]3[CH:19]2[OH:20])[cH:9][cH:10]1.[CH:31]([N:32]([CH2:33][CH3:34])[CH:35]([CH3:36])[CH3:37])([CH3:38])[CH3:39].[NH2:23][CH2:24][c:25]1[cH:26][cH:27][n:28][cH:29][cH:30]1>>[C:1]([CH3:2])([CH3:3])([CH3:4])[c:5]1[cH:6][cH:7][c:8]([N:11]2[C:12](=[O:22])[c:13]3[c:14]([NH:23][CH2:24][c:25]4[cH:26][cH:27][n:28][cH:29][cH:30]4)[n:15][cH:16][cH:17][c:18]3[CH:19]2[OH:20])[cH:9][cH:10]1. Starting materials: O=C([O-])[O-], CO, Cc1nc(C=O)cn1-c1ccc(F)cc1, [K+], [K+]. Yields the product C#Cc1cn(-c2ccc(F)cc2)c(C)n1. Reaction SMILES: [C:1](=[O:2])([O-:3])[O-:4].[CH3:22][OH:23].[F:7][c:8]1[cH:9][cH:10][c:11](-[n:14]2[c:15]([CH3:21])[n:16][c:17]([CH:19]=[O:20])[cH:18]2)[cH:12][cH:13]1.[K+:5].[K+:6]>>[CH:1]#[C:19][c:17]1[n:16][c:15]([CH3:21])[n:14](-[c:11]2[cH:10][cH:9][c:8]([F:7])[cH:13][cH:12]2)[cH:18]1. Reagents/catalysts: S(=O)(=O)([O-])[O-].[Cu+2] (copper sulfate). Run in C(C)(C)(C)O (t-butanol). The yield is 61.5%. Reported procedure: In a 1 mL HPLC sample vial was loaded the azide 5 (71 mg, 41.5 μmol), t-butanol (100 μL, 0.4 M), phenylacetylene (83 μmol, 2 eq), copper sulfate solution (0.3 M in water, 14 μL, 4.2 μmol, 10 mol %) and sodium ascorbate solution (1M in water, 12.4 μL, 12.4 μmol, 30 mol %) in that order. The mixture was stirred at room temperature for 2 days. The mixture was then evaporated onto silica gel and purified by flash column chromatography (1×18 cm, gradient elution with hexane-ethyl acetate 6:1, 4:1, 2:... RXN SMILES: [C:1]([O:4][C@H:5]1[C@@H:10]([O:11][C:12](=[O:14])[CH3:13])[C@H:9]([O:15][C:16](=[O:18])[CH3:17])[C@@H:8]([CH2:19][O:20][C:21](=[O:23])[CH3:22])[O:7][C@@H:6]1[O:24][C@H:25]1[C@H:30]([O:31][C:32](=[O:34])[CH3:33])[C@@H:29]([CH2:35][O:36][C:37](=[O:39])[CH3:38])[O:28][C@H:27]([O:40][C@H:41]2[C@H:46]([O:47][C:48](=[O:50])[CH3:49])[C@@H:45]([CH2:51][O:52][C:53](=[O:55])[CH3:54])[O:44][C@H:43]([O:56][C@H:57]3[C@H:62]([O:63][C:64](=[O:66])[CH3:65])[C@@H:61]([CH2:67][O:68][C:69](=[O:71])[CH3:70])[O:60][C@H:59]([O:72][C@H:73]4[C@@H:94]([O:95][C:96](=[O:98])[CH3:97])[C@H:93]([O:99][C:100](=[O:102])[CH3:101])[C@@H:92]([CH2:103][O:104][C:105](=[O:107])[CH3:106])[O:91][C@@H:74]4[O:75][CH2:76][CH2:77][CH2:78][CH2:79][CH2:80][CH2:81][CH2:82][CH2:83][CH2:84][CH2:85][CH2:86][CH2:87][N:88]=[N+:89]=[N-:90])[C@H:58]3[O:108][C:109](=[O:111])[CH3:110])[C@H:42]2[O:112][C:113](=[O:115])[CH3:114])[C@H:26]1[O:116][C:117](=[O:119])[CH3:118])(=[O:3])[CH3:2].[C:120]1([C:126]#[CH:127])[CH:125]=[CH:124][CH:123]=[CH:122][CH:121]=1.O=C1O[C@H]([C@H](CO)O)C([O-])=C1O.[Na+]>S([O-])([O-])(=O)=O.[Cu+2].C(O)(C)(C)C>[C:1]([O:4][C@H:5]1[C@@H:10]([O:11][C:12](=[O:14])[CH3:13])[C@H:9]([O:15][C:16](=[O:18])[CH3:17])[C@@H:8]([CH2:19][O:20][C:21](=[O:23])[CH3:22])[O:7][C@@H:6]1[O:24][C@H:25]1[C@H:30]([O:31][C:32](=[O:34])[CH3:33])[C@@H:29]([CH2:35][O:36][C:37](=[O:39])[CH3:38])[O:28][C@H:27]([O:40][C@H:41]2[C@H:46]([O:47][C:48](=[O:50])[CH3:49])[C@@H:45]([CH2:51][O:52][C:53](=[O:55])[CH3:54])[O:44][C@H:43]([O:56][C@H:57]3[C@H:62]([O:63][C:64](=[O:66])[CH3:65])[C@@H:61]([CH2:67][O:68][C:69](=[O:71])[CH3:70])[O:60][C@H:59]([O:72][C@H:73]4[C@@H:94]([O:95][C:96](=[O:98])[CH3:97])[C@H:93]([O:99][C:100](=[O:102])[CH3:101])[C@@H:92]([CH2:103][O:104][C:105](=[O:107])[CH3:106])[O:91][C@@H:74]4[O:75][CH2:76][CH2:77][CH2:78][CH2:79][CH2:80][CH2:81][CH2:82][CH2:83][CH2:84][CH2:85][CH2:86][CH2:87][N:88]4[CH:127]=[C:126]([C:120]5[CH:125]=[CH:124][CH:123]=[CH:122][CH:121]=5)[N:90]=[N:89]4)[C@H:58]3[O:108][C:109](=[O:111])[CH3:110])[C@H:42]2[O:112][C:113](=[O:115])[CH3:114])[C@H:26]1[O:116][C:117](=[O:119])[CH3:118])(=[O:3])[CH3:2] |f:2.3,4.5|. Conditions: time 2 day. Product: C(C)(=O)O[C@@H]1[C@H](O[C@@H]([C@H]([C@@H]1OC(C)=O)OC(C)=O)COC(C)=O)O[C@@H]1[C@@H]([C@H](O[C@@H]([C@H]1OC(C)=O)COC(C)=O)O[C@@H]1[C@@H]([C@H](O[C@@H]([C@H]1OC(C)=O)COC(C)=O)O[C@@H]1[C@@H]([C@H](O[C@@H]([C@H]1OC(C)=O)COC(C)=O)O[C@@H]1[C@@H](OCCCCCCCCCCCCN2N=NC(=C2)C2=CC=CC=C2)O[C@@H]([C@H]([C@@H]1OC(C)=O)OC(C)=O)COC(C)=O)OC(C)=O)OC(C)=O)OC(C)=O (12-(4-Phenyl-[1,2,3]triazol-1-yl)dodecyl 2,3,4,6-tetra-O-acetyl-α-D-mannopyranosyl-(1→3)-2,4,6-tri-O-acetyl-α-D-mannopyranosyl-(1→3)-2,4,6-tri-O-acetyl-α-D-mannopyranosyl-(1→3)-2,4,6-tri-O-acetyl-α-D-mannopyranosyl-(1→2)-3,4,6-tri-O-acetyl-α-D-mannopyranoside). The reactants are C(C)(=O)O[C@@H]1[C@H](O[C@@H]([C@H]([C@@H]1OC(C)=O)OC(C)=O)COC(C)=O)O[C@@H]1[C@@H]([C@H](O[C@@H]([C@H]1OC(C)=O)COC(C)=O)O[C@@H]1[C@@H]([C@H](O[C@@H]([C@H]1OC(C)=O)COC(C)=O)O[C@@H]1[C@@H]([C@H](O[C@@H]([C@H]1OC(C)=O)COC(C)=O)O[C@@H]1[C@@H](OCCCCCCCCCCCCN=[N+]=[N-])O[C@@H]([C@H]([C@@H]1OC(C)=O)OC(C)=O)COC(C)=O)OC(C)=O)OC(C)=O)OC(C)=O (12-Azidododecyl 2,3,4,6-tetra-O-acetyl-α-D-mannopyranosyl-(1→3)-2,4,6-tri-O-acetyl-α-D-mannopyranosyl-(1→3)-2,4,6-tri-O-acetyl-α-D-mannopyranosyl-(1→3)-2,4,6-tri-O-acetyl-α-D-mannopyranosyl-(1→2)-3,4,6-tri-O-acetyl-α-D-mannopyranoside), C1(=CC=CC=C1)C#C (phenylacetylene), O=C1C(O)=C([O-])[C@H](O1)[C@@H](O)CO.[Na+] (sodium ascorbate). Reactants: CCO, Cc1ccccc1, CCC1(c2ccccc2)OC(c2ccc(-c3ccc(Cl)cc3)cc2)OC1=O, [H][H]. The product is CCC(OCc1ccc(-c2ccc(Cl)cc2)cc1)(C(=O)O)c1ccccc1. RXN SMILES: [CH3:30][CH2:31][OH:32].[CH3:33][c:34]1[cH:35][cH:36][cH:37][cH:38][cH:39]1.[Cl:3][c:4]1[cH:5][cH:6][c:7](-[c:10]2[cH:11][cH:12][c:13]([CH:16]3[O:17][C:18]([c:22]4[cH:23][cH:24][cH:25][cH:26][cH:27]4)([CH2:28][CH3:29])[C:19](=[O:21])[O:20]3)[cH:14][cH:15]2)[cH:8][cH:9]1.[H:1][H:2]>>[Cl:3][c:4]1[cH:5][cH:6][c:7](-[c:10]2[cH:11][cH:12][c:13]([CH2:16][O:17][C:18]([C:19](=[O:20])[OH:21])([c:22]3[cH:23][cH:24][cH:25][cH:26][cH:27]3)[CH2:28][CH3:29])[cH:14][cH:15]2)[cH:8][cH:9]1. Starting materials: C(C1=CC=CC=C1)NC1=CC=C(C=C1)[N+](=O)[O-] (4-benzylamino-nitrobenzene), C(C=C)(=O)Cl (acrylic acid chloride). Product: C(C=C)(=O)N(C1=CC=C(C=C1)[N+](=O)[O-])CC1=CC=CC=C1 (N-acryloyl-N-benzyl-4-nitro-aniline). Reaction SMILES: [CH2:1]([NH:8][C:9]1[CH:14]=[CH:13][C:12]([N+:15]([O-:17])=[O:16])=[CH:11][CH:10]=1)[C:2]1[CH:7]=[CH:6][CH:5]=[CH:4][CH:3]=1.[C:18](Cl)(=[O:21])[CH:19]=[CH2:20]>>[C:18]([N:8]([CH2:1][C:2]1[CH:3]=[CH:4][CH:5]=[CH:6][CH:7]=1)[C:9]1[CH:14]=[CH:13][C:12]([N+:15]([O-:17])=[O:16])=[CH:11][CH:10]=1)(=[O:21])[CH:19]=[CH2:20]. Procedure details: Prepared from 4-benzylamino-nitrobenzene and acrylic acid chloride Starting materials: NC=1C(=NON1)C1=NOC(N1C1=CC(=C(C=C1)F)Br)=O (3-(4-amino-1,2,5-oxadiazol-3-yl)-4-(3-bromo-4-fluorophenyl)-1,2,4-oxadiazol-5(4H)-one), COC(CNS(=O)(=O)NC(OCC)=O)OC (ethyl {[(2,2-dimethoxyethyl)amino]sulfonyl}carbamate), ClCCCl (1,2-dichloroethane), FC(C(=O)O)(F)F (trifluoroacetic acid), C(C)[SiH](CC)CC (triethylsilane). Run at temperature 0 celsius. Yields the product BrC=1C=C(C=CC1F)N1C(=NOC1=O)C=1C(=NON1)NCCNS(=O)(=O)N (N-[2-({4-[4-(3-Bromo-4-fluorophenyl)-5-oxo-4,5-dihydro-1,2,4-oxadiazol-3-yl]-1,2,5-oxadiazol-3-yl)amino)ethyl]sulfamide). Reaction SMILES: [NH2:1][C:2]1[C:3]([C:7]2[N:11]([C:12]3[CH:17]=[CH:16][C:15]([F:18])=[C:14]([Br:19])[CH:13]=3)[C:10](=[O:20])[O:9][N:8]=2)=[N:4][O:5][N:6]=1.CO[CH:23](OC)[CH2:24][NH:25][S:26]([NH:29]C(=O)OCC)(=[O:28])=[O:27].ClCCCl.FC(F)(F)C(O)=O.C([SiH](CC)CC)C>>[Br:19][C:14]1[CH:13]=[C:12]([N:11]2[C:10](=[O:20])[O:9][N:8]=[C:7]2[C:3]2[C:2]([NH:1][CH2:23][CH2:24][NH:25][S:26]([NH2:29])(=[O:28])=[O:27])=[N:6][O:5][N:4]=2)[CH:17]=[CH:16][C:15]=1[F:18]. Procedure: A mixture of 3-(4-amino-1,2,5-oxadiazol-3-yl)-4-(3-bromo-4-fluorophenyl)-1,2,4-oxadiazol-5(4H)-one (68 mg, 0.20 mmol; from Step D) and ethyl {[(2,2-dimethoxyethyl)amino]sulfonyl}carbamate (154 mg, 0.600 mmol, 3.0 equiv.) in 1,2-dichloroethane (2.50 mL, 31.7 mmol) was stirred at 0° C. To this mixture was added trifluoroacetic acid (1.00 mL, 13.0 mmol) and triethylsilane (105 μL, 0.66 mmol, 3.3 equiv.)=drop-wise. The reaction mixture was stirred at 0° C. for 3 h. HPLC indicated 97.5% conversion to...